From a dataset of the Open Reaction Database (ORD), a public repository of structured organic reaction records. describe an organic reaction: reactants, conditions, products, and yield The reactants are FC=1C=C(C=CC1)N1CCNCC1 (1-(3-fluorophenyl)piperazine), CN(C)CCN (unsym-dimethyethylenediamine), O1CCCC1 (tetrahydrofuran), CN(CCNC(=O)N1CCN(CC1)C1=CC=C(C=C1)F)C (N-[2-(Dimethylamino)ethyl]-4-(4-fluorophenyl)-1-piperazinecarboxamide), Cl (hydrogen chloride). The product is Cl.CN(CCNC(=O)N1CCN(CC1)C1=CC(=CC=C1)F)C (N-[2-(Dimethylamino)ethyl]-4-(3-fluorophenyl)-1-piperazinecarboxamide hydrochloride). Reaction SMILES: [CH3:1][N:2]([CH3:21])[CH2:3][CH2:4][NH:5][C:6]([N:8]1[CH2:13][CH2:12][N:11]([C:14]2[CH:19]=[CH:18][C:17](F)=[CH:16][CH:15]=2)[CH2:10][CH2:9]1)=[O:7].[F:22]C1C=C(N2CCNCC2)C=CC=1.CN(CCN)C.O1CCCC1.[ClH:46]>>[ClH:46].[CH3:1][N:2]([CH3:21])[CH2:3][CH2:4][NH:5][C:6]([N:8]1[CH2:13][CH2:12][N:11]([C:14]2[CH:19]=[CH:18][CH:17]=[C:16]([F:22])[CH:15]=2)[CH2:10][CH2:9]1)=[O:7] |f:5.6|. Reported procedure: This compound was prepared according to the procedure used to synthesize the compound of Example 11. A mixture of 2.4 g (0.015 mole) of 1-(3-fluorophenyl)piperazine and 1.3 g (0.015 mole) of unsym-dimethyethylenediamine in a total volume of 200 ml of tetrahydrofuran gave a clear oil as residue. The hydrochloride was formed in ethereal hydrogen chloride and the collected solid was recrystallized from methanol-ethyl ether to give 2.7 g (50%) of the title compound as a white solid, m.p. 200°-203° C... Reaction SMILES: [F:1][C:2]1([F:24])[CH2:7][CH2:6][CH2:5][CH:4]([CH2:8][NH:9][C:10]([C:12]2[C:13]3[CH:14]=[CH:15][C:16](Cl)=[N:17][C:18]=3[CH:19]=[CH:20][C:21]=2[Cl:22])=[O:11])[CH2:3]1.CCN(C(C)C)C(C)C.[F:34][C@H:35]1[CH2:39][CH2:38][NH:37][CH2:36]1>>[F:1][C:2]1([F:24])[CH2:7][CH2:6][CH2:5][CH:4]([CH2:8][NH:9][C:10]([C:12]2[C:13]3[CH:14]=[CH:15][C:16]([N:37]4[CH2:38][CH2:39][C@H:35]([F:34])[CH2:36]4)=[N:17][C:18]=3[CH:19]=[CH:20][C:21]=2[Cl:22])=[O:11])[CH2:3]1. Starting materials: FC1(CC(CCC1)CNC(=O)C=1C=2C=CC(=NC2C=CC1Cl)Cl)F (2,6-dichloro-quinoline-5-carboxylic acid (3,3-difluoro-cyclohexylmethyl)-amide), CCN(C(C)C)C(C)C (DIPEA), F[C@@H]1CNCC1 ((S)-3-fluoropyrrolidine). Product: FC1(CC(CCC1)CNC(=O)C=1C=2C=CC(=NC2C=CC1Cl)N1C[C@H](CC1)F)F (6-Chloro-2-((S)-3-fluoropyrrolidin-1-yl)-quinoline-5-carboxylic acid (3,3-difluoro-cyclohexylmethyl)-amide). Procedure: The title compound was synthesized according to the procedure described in example 1 using 2,6-dichloro-quinoline-5-carboxylic acid (3,3-difluoro-cyclohexylmethyl)-amide, DIPEA and (S)-3-fluoropyrrolidine. 1H NMR (400 MHz, DMSO-d6) δ ppm 8.75 (1H), 7.75 (m, 1H), 7.55 (2H), 7.05 (1H), 5.43-5.56 (1H), 3.89 (m, 2H), 3.70 (m, 1H), 3.55 (m, 1H), 3.26 (m, 2H), 2.44 (m, 2H), 2.06 (m, 2H), 1.85 (m, 2H), 1.74-1.76 (m, 5H), 1.27-1.32 (m, 2H). m/z: 426 [M+H] Starting materials: C=CCOC(=O)COc1c(C(=O)O)sc(-c2cccc(NC3CCN(S(=O)(=O)Cc4ccccc4)CC3)c2)c1Br, CCN=C=NCCCN(C)C, CN(C)c1ccncc1, CN(C)C=O, OC1CCCCC1. The product is C=CCOC(=O)COc1c(C(=O)OC2CCCCC2)sc(-c2cccc(NC3CCN(S(=O)(=O)Cc4ccccc4)CC3)c2)c1Br. RXN SMILES: [CH2:1]([CH:2]=[CH2:3])[O:4][C:5](=[O:6])[CH2:7][O:8][c:9]1[c:10]([C:38](=[O:39])[OH:40])[s:11][c:12](-[c:15]2[cH:16][c:17]([NH:21][CH:22]3[CH2:23][CH2:24][N:25]([S:28](=[O:29])(=[O:30])[CH2:31][c:32]4[cH:33][cH:34][cH:35][cH:36][cH:37]4)[CH2:26][CH2:27]3)[cH:18][cH:19][cH:20]2)[c:13]1[Br:14].[CH3:41][CH2:42][N:43]=[C:44]=[N:45][CH2:46][CH2:47][CH2:48][N:49]([CH3:50])[CH3:51].[CH3:59][N:60]([c:61]1[cH:62][cH:63][n:64][cH:65][cH:66]1)[CH3:67].[O:68]=[CH:69][N:70]([CH3:71])[CH3:72].[OH:52][CH:53]1[CH2:54][CH2:55][CH2:56][CH2:57][CH2:58]1>>[CH2:1]([CH:2]=[CH2:3])[O:4][C:5](=[O:6])[CH2:7][O:8][c:9]1[c:10]([C:38]([O:39][CH:53]2[CH2:54][CH2:55][CH2:56][CH2:57][CH2:58]2)=[O:40])[s:11][c:12](-[c:15]2[cH:16][c:17]([NH:21][CH:22]3[CH2:23][CH2:24][N:25]([S:28](=[O:29])(=[O:30])[CH2:31][c:32]4[cH:33][cH:34][cH:35][cH:36][cH:37]4)[CH2:26][CH2:27]3)[cH:18][cH:19][cH:20]2)[c:13]1[Br:14].